describe an organic reaction: reactants, conditions, products, and yield From a dataset of the Open Reaction Database (ORD), a public repository of structured organic reaction records. Run in O (water), O (water). Yield: 75.1%. The reactants are ClC1=NC=CC(=C1)OC=1C=CC(=NC1C)N1N=C(NC1=O)C(COC)(C)C (1-(5-((2-Chloropyridin-4-yl)oxy)-6-methylpyridin-2-yl)-3-(1-methoxy-2-methylpropan-2-yl)-1H-1,2,4-triazol-5(4H)-one), O1CCOCC1 (dioxane), CN1N=CC(=C1)B1OC(C(O1)(C)C)(C)C (1-methyl-4-(4,4,5,5-tetramethyl-1,3,2-dioxaborolan-2-yl)-1H-pyrazole), C(=O)([O-])[O-].[K+].[K+] (K2CO3). RXN SMILES: Cl[C:2]1[CH:7]=[C:6]([O:8][C:9]2[CH:10]=[CH:11][C:12]([N:16]3[C:20](=[O:21])[NH:19][C:18]([C:22]([CH3:27])([CH3:26])[CH2:23][O:24][CH3:25])=[N:17]3)=[N:13][C:14]=2[CH3:15])[CH:5]=[CH:4][N:3]=1.[CH3:28][N:29]1[CH:33]=[C:32](B2OC(C)(C)C(C)(C)O2)[CH:31]=[N:30]1.C([O-])([O-])=O.[K+].[K+].O1CCOCC1>O.C1C=CC([P]([Pd]([P](C2C=CC=CC=2)(C2C=CC=CC=2)C2C=CC=CC=2)([P](C2C=CC=CC=2)(C2C=CC=CC=2)C2C=CC=CC=2)[P](C2C=CC=CC=2)(C2C=CC=CC=2)C2C=CC=CC=2)(C2C=CC=CC=2)C2C=CC=CC=2)=CC=1>[CH3:25][O:24][CH2:23][C:22]([C:18]1[NH:19][C:20](=[O:21])[N:16]([C:12]2[CH:11]=[CH:10][C:9]([O:8][C:6]3[CH:5]=[CH:4][N:3]=[C:2]([C:32]4[CH:31]=[N:30][N:29]([CH3:28])[CH:33]=4)[CH:7]=3)=[C:14]([CH3:15])[N:13]=2)[N:17]=1)([CH3:27])[CH3:26] |f:2.3.4,^1:59,61,80,99|. Run at temperature 85 celsius, time 12 hour. Product: COCC(C)(C)C1=NN(C(N1)=O)C1=NC(=C(C=C1)OC1=CC(=NC=C1)C=1C=NN(C1)C)C (3-(1-methoxy-2-methylpropan-2-yl)-1-(6-methyl-5-((2-(1-methyl-1H-pyrazol-4-yl)pyridin-4-yl)oxy)pyridin-2-yl)-1H-1,2,4-triazol-5(4H)-one). The reagents and catalysts are C=1C=CC(=CC1)[P](C=2C=CC=CC2)(C=3C=CC=CC3)[Pd]([P](C=4C=CC=CC4)(C=5C=CC=CC5)C=6C=CC=CC6)([P](C=7C=CC=CC7)(C=8C=CC=CC8)C=9C=CC=CC9)[P](C=1C=CC=CC1)(C=1C=CC=CC1)C=1C=CC=CC1 (Pd(PPh3)4). Procedure details: 1-(5-((2-Chloropyridin-4-yl)oxy)-6-methylpyridin-2-yl)-3-(1-methoxy-2-methylpropan-2-yl)-1H-1,2,4-triazol-5(4H)-one (0.10 g, 0.26 mmol), 1-methyl-4-(4,4,5,5-tetramethyl-1,3,2-dioxaborolan-2-yl)-1H-pyrazole (0.07 g, 0.33 mmol), and K2CO3 (0.09 g, 0.66 mmol) were suspended in a solution of dioxane (2.0 mL) and water (0.4 mL). The suspension was sonicated and sparged with Ar for 10 min followed by the addition of Pd(PPh3)4 (0.03 g, 0.026 mmol). The reaction mixture was stirred at 85° C. for 12 h, a... The reactants are COC(C1=C(C(=CC=C1)[N+](=O)[O-])OC)=O (2-methoxy-3-nitrobenzoic acid methyl ester), [BH4-].[Li+] (lithium borohydride), B(OC)(OC)OC (trimethyl borate). Run in O1CCCC1 (tetrahydrofuran). The product is COC1=C(CO)C=CC=C1[N+](=O)[O-] (2-methoxy-3-nitrobenzyl alcohol). Yield: 76.1%. RXN SMILES: C[O:2][C:3](=O)[C:4]1[CH:9]=[CH:8][CH:7]=[C:6]([N+:10]([O-:12])=[O:11])[C:5]=1[O:13][CH3:14].[BH4-].[Li+].B(OC)(OC)OC>O1CCCC1>[CH3:14][O:13][C:5]1[C:6]([N+:10]([O-:12])=[O:11])=[CH:7][CH:8]=[CH:9][C:4]=1[CH2:3][OH:2] |f:1.2|. Reported procedure: A mixture of 2-methoxy-3-nitrobenzoic acid methyl ester (4.82 g), lithium borohydride (298 mg), trimethyl borate (0.27 ml) and anhydrous tetrahydrofuran (200 ml) was heated under reflux for 5 h. The reaction mixture was distilled under reduced pressure and ethyl acetate and water were added to the resulting residue. The organic layer was washed with a saturated aqueous sodium chloride solution, dried with anhydrous sodium sulfate and distilled under reduced pressure. The resulting residue was pu... Reactants: CO, C[O-], O=[N+]([O-])c1cnc(Cl)nc1, [Na+]. Product: COc1ncc([N+](=O)[O-])cn1. Reaction SMILES: [CH3:14][OH:15].[CH3:1][O-:2].[Cl:4][c:5]1[n:6][cH:7][c:8]([N+:11](=[O:12])[O-:13])[cH:9][n:10]1.[Na+:3]>>[CH3:1][O:2][c:5]1[n:6][cH:7][c:8]([N+:11](=[O:12])[O-:13])[cH:9][n:10]1. The product is O=C(O)C=C1CCCCC1. Reactants: COCCOC, [H-], [H][H], [Na+], O=C1CCCCC1, O=C(O)CCl, CCOP([O-])OCC. As a reaction SMILES: [CH3:25][O:26][CH2:27][CH2:28][O:29][CH3:30].[H-:9].[H:16][H:17].[Na+:10].[O:18]=[C:19]1[CH2:20][CH2:21][CH2:22][CH2:23][CH2:24]1.[OH:11][C:12](=[O:13])[CH2:14][Cl:15].[P:1]([O-:2])([O:3][CH2:4][CH3:5])[O:6][CH2:7][CH3:8]>>[OH:11][C:12](=[O:13])[CH:14]=[C:19]1[CH2:20][CH2:21][CH2:22][CH2:23][CH2:24]1. Starting materials: CCCC1CC(=O)N(Cc2c(C(C)(C)C)nn3cc(Br)cnc23)C1, COCCOC, OB(O)C1CC1, [K+], [K+], [K+], O, O=P([O-])([O-])[O-]. The product is CCCC1CC(=O)N(Cc2c(C(C)(C)C)nn3cc(C4CC4)cnc23)C1. As a reaction SMILES: [Br:1][c:2]1[cH:3][n:4][c:5]2[n:6]([cH:7]1)[n:8][c:9]([C:21]([CH3:22])([CH3:23])[CH3:24])[c:10]2[CH2:11][N:12]1[C:13](=[O:20])[CH2:14][CH:15]([CH2:17][CH2:18][CH3:19])[CH2:16]1.[CH3:39][O:40][CH2:41][CH2:42][O:43][CH3:44].[CH:25]1([B:28]([OH:29])[OH:30])[CH2:26][CH2:27]1.[K+:36].[K+:37].[K+:38].[OH2:45].[P:31]([O-:32])([O-:33])([O-:34])=[O:35]>>[c:2]1([CH:25]2[CH2:26][CH2:27]2)[cH:3][n:4][c:5]2[n:6]([cH:7]1)[n:8][c:9]([C:21]([CH3:22])([CH3:23])[CH3:24])[c:10]2[CH2:11][N:12]1[C:13](=[O:20])[CH2:14][CH:15]([CH2:17][CH2:18][CH3:19])[CH2:16]1. Starting materials: NC1=NN(C=C1)C(=O)OC(C)(C)C (1,1-Dimethylethyl 3-amino-1H-pyrazole-1-carboxylate), N1=CC=CC=C1 (pyridine), ClC(=C(C)C)N(C)C (1-Chloro-N,N,2-trimethyl-1-propenylamine), O=S1(NCCOC2=C1C=CC(=C2)OC=2C=C(C(=O)O)C=C(C2)O[C@H](COC)C)=O (3-[(1,1-dioxido-3,4-dihydro-2H-5,1,2-benzoxathiazepin-7-yl)oxy]-5-{[(S)-1-methyl-2-(methyloxy)ethyl]oxy}benzoic acid). Solvent: O (water), C(C)(=O)OCC (ethyl acetate), C(Cl)Cl (DCM), C(C)(=O)OCC (ethyl acetate). Run at time 1 hour. Yields the product O=S1(NCCOC2=C1C=CC(=C2)OC=2C=C(C=C(C2)O[C@H](COC)C)C(=O)NC2=NN(C=C2)C(=O)OC(C)(C)C)=O (1,1-Dimethylethyl 3-{[(3-[(1,1-dioxido-3,4-dihydro-2H-5,1,2-benzoxathiazepin-7-yl)oxy]-5-{[(1S)-1-methyl-2-(methyloxy)ethyl]oxy}phenyl)carbonyl]amino}-1H-pyrazole-1-carboxylate). Yield: 16.0%. As a reaction SMILES: ClC(N(C)C)=C(C)C.[O:9]=[S:10]1(=[O:37])[C:16]2[CH:17]=[CH:18][C:19]([O:21][C:22]3[CH:23]=[C:24]([CH:28]=[C:29]([O:31][C@@H:32]([CH3:36])[CH2:33][O:34][CH3:35])[CH:30]=3)[C:25](O)=[O:26])=[CH:20][C:15]=2[O:14][CH2:13][CH2:12][NH:11]1.[NH2:38][C:39]1[CH:43]=[CH:42][N:41]([C:44]([O:46][C:47]([CH3:50])([CH3:49])[CH3:48])=[O:45])[N:40]=1.N1C=CC=CC=1>C(Cl)Cl.C(OCC)(=O)C.O>[O:37]=[S:10]1(=[O:9])[C:16]2[CH:17]=[CH:18][C:19]([O:21][C:22]3[CH:23]=[C:24]([C:25]([NH:38][C:39]4[CH:43]=[CH:42][N:41]([C:44]([O:46][C:47]([CH3:50])([CH3:49])[CH3:48])=[O:45])[N:40]=4)=[O:26])[CH:28]=[C:29]([O:31][C@@H:32]([CH3:36])[CH2:33][O:34][CH3:35])[CH:30]=3)=[CH:20][C:15]=2[O:14][CH2:13][CH2:12][NH:11]1. Procedure details: 1-Chloro-N,N,2-trimethyl-1-propenylamine (0.1 mL, 0.74 mmol) was added to a solution of 3-[(1,1-dioxido-3,4-dihydro-2H-5,1,2-benzoxathiazepin-7-yl)oxy]-5-{[(S)-1-methyl-2-(methyloxy)ethyl]oxy}benzoic acid (0.21 g, 0.50 mmol) in DCM (5 mL) and stirred for 1 hour. 1,1-Dimethylethyl 3-amino-1H-pyrazole-1-carboxylate (137 mg, 0.74 mmol) then pyridine (0.08 mL, 0.99 mmol) were added and the reaction stirred for a further 45 minutes. The mixture was reduced in vacuo and ethyl acetate (50 mL) and water... Starting materials: S(=O)(=O)(OCC)OCC (Diethyl sulfate), ClC1=CC=CC2=C1N=CS2=O (4-Chlorobenzothiazolone), [OH-].[Na+] (sodium hydroxide), C1(=CC=CC=C1)C (toluene). The reagents and catalysts are [Br-].C(CCC)[N+](CCCC)(CCCC)CCCC (tetra-n-butylammonium bromide). The solvent is O (water). Conditions: time 1 hour. Product: ClC1=CC=CC2=C1N(CS2=O)CC (4-chloro-N-ethylbenzothiazolone). The yield is 98.1%. Reaction SMILES: [Cl:1][C:2]1[C:7]2[N:8]=[CH:9][S:10](=[O:11])[C:6]=2[CH:5]=[CH:4][CH:3]=1.[OH-].[Na+].[C:14]1(C)C=CC=C[CH:15]=1.S(OCC)(OCC)(=O)=O>O.[Br-].C([N+](CCCC)(CCCC)CCCC)CCC>[Cl:1][C:2]1[C:7]2[N:8]([CH2:14][CH3:15])[CH2:9][S:10](=[O:11])[C:6]=2[CH:5]=[CH:4][CH:3]=1 |f:1.2,6.7|. Reported procedure: 4-Chlorobenzothiazolone (4.64 g, 0.025 mole) was dissolved in a solution of sodium hydroxide (1.60 g, 0.0375 mole) in water (100 c.c.), and tetra-n-butylammonium bromide (0.24 g, 7.5×10-4 mole) and toluene (40 c.c.) were added thereto. Diethyl sulfate (5.78 g, 0.0375 mole) was added dropwise thereto at room temperature, and the mixture was stirred at room temperature for 1 hour, followed by phase-separation. The toluene layer was washed once with water, and the solvent was removed under reduced ... Yields the product C1(CC1)CC(=O)N[C@@H]1CC[C@H](CC1)CCN1CCN(CC1)C=1N=CC=C2C1OCC2 (trans-2-Cyclopropyl-N-(4-{2-[4-(2,3-dihydro-furo[2,3-c]pyridin-7-yl)-piperazin-1-yl]-ethyl}-cyclohexyl)-acetamide). Procedure details: The title compound, white solid (48 mg, 73%), MS (ISP) m/z=413.5 [(M+H)+], mp 197.5° C., was prepared in accordance with the general method of example 6 from trans-4-{2-[4-(2,3-dihydro-furo[2,3-c]pyridin-7-yl)-piperazin-1-yl]-ethyl}-cyclohexylamine trihydrochloride (intermediate B) (70.4 mg, 0.16 mmol) 2-cyclopropyl-acetic acid. As a reaction SMILES: Cl.Cl.Cl.[O:4]1[C:8]2=[C:9]([N:13]3[CH2:18][CH2:17][N:16]([CH2:19][CH2:20][C@H:21]4[CH2:26][CH2:25][C@H:24]([NH2:27])[CH2:23][CH2:22]4)[CH2:15][CH2:14]3)[N:10]=[CH:11][CH:12]=[C:7]2[CH2:6][CH2:5]1.[CH:28]1([CH2:31][C:32](O)=[O:33])[CH2:30][CH2:29]1>>[CH:28]1([CH2:31][C:32]([NH:27][C@H:24]2[CH2:25][CH2:26][C@H:21]([CH2:20][CH2:19][N:16]3[CH2:17][CH2:18][N:13]([C:9]4[N:10]=[CH:11][CH:12]=[C:7]5[CH2:6][CH2:5][O:4][C:8]=45)[CH2:14][CH2:15]3)[CH2:22][CH2:23]2)=[O:33])[CH2:30][CH2:29]1 |f:0.1.2.3|. Reactants: solid, Cl.Cl.Cl.O1CCC=2C1=C(N=CC2)N2CCN(CC2)CC[C@@H]2CC[C@H](CC2)N (trans-4-{2-[4-(2,3-dihydro-furo[2,3-c]pyridin-7-yl)-piperazin-1-yl]-ethyl}-cyclohexylamine trihydrochloride), Cl.Cl.Cl.O1CCC=2C1=C(N=CC2)N2CCN(CC2)CC[C@@H]2CC[C@H](CC2)N (trans-4-{2-[4-(2,3-dihydro-furo[2,3-c]pyridin-7-yl)-piperazin-1-yl]-ethyl}-cyclohexylamine trihydrochloride), C1(CC1)CC(=O)O (2-cyclopropyl-acetic acid).